This data is from the Open Reaction Database (ORD), a public repository of structured organic reaction records. The task is: describe an organic reaction: reactants, conditions, products, and yield Reactants: CCCCCC, O=C(Cl)Oc1ccccc1, CC(C)(C)OC(=O)N1CCC(N)CC1, c1ccncc1. Yields the product CC(C)(C)OC(=O)N1CCC(NC(=O)Oc2ccccc2)CC1. Reaction SMILES: [CH3:31][CH2:32][CH2:33][CH2:34][CH2:35][CH3:36].[Cl:15][C:16](=[O:17])[O:18][c:19]1[cH:20][cH:21][cH:22][cH:23][cH:24]1.[NH2:1][CH:2]1[CH2:3][CH2:4][N:5]([C:8](=[O:9])[O:10][C:11]([CH3:12])([CH3:13])[CH3:14])[CH2:6][CH2:7]1.[cH:25]1[cH:26][cH:27][n:28][cH:29][cH:30]1>>[NH:1]([CH:2]1[CH2:3][CH2:4][N:5]([C:8](=[O:9])[O:10][C:11]([CH3:12])([CH3:13])[CH3:14])[CH2:6][CH2:7]1)[C:16](=[O:17])[O:18][c:19]1[cH:20][cH:21][cH:22][cH:23][cH:24]1.